Task: describe an organic reaction: reactants, conditions, products, and yield. Dataset: the Open Reaction Database (ORD), a public repository of structured organic reaction records Starting materials: COC(=O)c1ccc2c(Br)c(I)ccc2c1, CC(C)C[AlH]CC(C)C, Cc1ccccc1. Product: OCc1ccc2c(Br)c(I)ccc2c1. As a reaction SMILES: [Br:1][c:2]1[c:3]2[cH:4][cH:5][c:6]([C:13](=[O:14])[O:15][CH3:16])[cH:7][c:8]2[cH:9][cH:10][c:11]1[I:12].[CH3:17][CH:18]([CH2:19][AlH:20][CH2:21][CH:22]([CH3:23])[CH3:24])[CH3:25].[CH3:26][c:27]1[cH:28][cH:29][cH:30][cH:31][cH:32]1>>[Br:1][c:2]1[c:3]2[cH:4][cH:5][c:6]([CH2:13][OH:14])[cH:7][c:8]2[cH:9][cH:10][c:11]1[I:12]. Procedure details: A solution of 4,7-dibromo-2-(2,6-dichlorophenyl)-2H-pyrazolo[4,3-c]pyridine (730 mg, 1.73 mmol) in NMP (6.5 mL) and 33% aqueous ammonia (3.5 mL) was sealed in a microwave vial and irradiated in a microwave reactor at 160° C. for 2 hours. The reaction mixture was cooled and partitioned between ethyl acetate and water. The organic layer was washed with brine, dried over anhydrous sodium sulfate, and concentrated under reduced pressure. The residue was triturated with ether to afford the title comp... RXN SMILES: Br[C:2]1[C:7]2=[CH:8][N:9]([C:11]3[C:16]([Cl:17])=[CH:15][CH:14]=[CH:13][C:12]=3[Cl:18])[N:10]=[C:6]2[C:5]([Br:19])=[CH:4][N:3]=1.C[N:21]1C(=O)CCC1>N>[Br:19][C:5]1[C:6]2[C:7](=[CH:8][N:9]([C:11]3[C:16]([Cl:17])=[CH:15][CH:14]=[CH:13][C:12]=3[Cl:18])[N:10]=2)[C:2]([NH2:21])=[N:3][CH:4]=1. The yield is 84.0%. The solvent is N (ammonia). Reactants: BrC1=NC=C(C=2C1=CN(N2)C2=C(C=CC=C2Cl)Cl)Br (4,7-dibromo-2-(2,6-dichlorophenyl)-2H-pyrazolo[4,3-c]pyridine), CN1CCCC1=O (NMP). Product: BrC=1C=2C(C(=NC1)N)=CN(N2)C2=C(C=CC=C2Cl)Cl (7-Bromo-2-(2,6-dichlorophenyl)-2H-pyrazolo[4,3-c]pyridin-4-ylamine). Reactants: CN(N=C(C1=C(C=CC=C1F)Cl)Cl)S(=O)(=O)C1=CC=C(C=C1)C (N-methyl-N-(p-toluenesulfonyl)-2-chloro-6-fluorobenzohydrazonoyl chloride), CC1=C(C=C(C#N)C=C1)OC1=NC=C(C=C1)C(F)(F)F (4-methyl-3-(5-trifluoromethylpyridine-2-yloxy)benzonitrile), ClC1=C(C=CC=C1)Cl (o-dichlorobenzene). The reagents and catalysts are [Fe](Cl)(Cl)Cl (iron (III) chloride). The solvent is C(Cl)(Cl)Cl (chloroform). Run at temperature 140 celsius, time 30 minute. The product is ClC1=C(C(=CC=C1)F)C1=NN(C(=N1)C1=CC(=C(C=C1)C)OC1=NC=C(C=C1)C(F)(F)F)C (3-(2-chloro-6-fluorophenyl)-1-methyl-5-[4-methyl-3(5-trifluoromethylpyridine-2-yloxy)phenyl]-1H-1,2,4-triazole). Isolated yield 44.2%. As a reaction SMILES: [CH3:1][N:2](S(C1C=CC(C)=CC=1)(=O)=O)[N:3]=[C:4](Cl)[C:5]1[C:10]([F:11])=[CH:9][CH:8]=[CH:7][C:6]=1[Cl:12].[CH3:24][C:25]1[CH:32]=[CH:31][C:28]([C:29]#[N:30])=[CH:27][C:26]=1[O:33][C:34]1[CH:39]=[CH:38][C:37]([C:40]([F:43])([F:42])[F:41])=[CH:36][N:35]=1.ClC1C=CC=CC=1Cl>C(Cl)(Cl)Cl.[Fe](Cl)(Cl)Cl>[Cl:12][C:6]1[CH:7]=[CH:8][CH:9]=[C:10]([F:11])[C:5]=1[C:4]1[N:30]=[C:29]([C:28]2[CH:31]=[CH:32][C:25]([CH3:24])=[C:26]([O:33][C:34]3[CH:39]=[CH:38][C:37]([C:40]([F:42])([F:43])[F:41])=[CH:36][N:35]=3)[CH:27]=2)[N:2]([CH3:1])[N:3]=1. Procedure: A mixture of N-methyl-N-(p-toluenesulfonyl)-2-chloro-6-fluorobenzohydrazonoyl chloride (1.10 g), 4-methyl-3-(5-trifluoromethylpyridine-2-yloxy)benzonitrile (0.90 g), anhydrous iron (III) chloride (0.60 g) and o-dichlorobenzene (5 ml) is stirred at an oil bath temperature of 140° C. for 30 minutes. After cooling, it is dissolved in chloroform (100 ml) and washed with dilute hydrochloric acid, dilute aqueous solution of sodium hydroxide and saline. Then, it is dried over anhydrous magnesium sulfat... The reactants are C(C)(=O)NC1=C(C=C(C=C1)OC1=CC=CC=C1)N (1-Acetamido-2-amino-4-phenoxybenzene), Cl (hydrochloric acid). Solvent: CO (methanol). The product is NC1=C(C=C(C=C1)OC1=CC=CC=C1)N (1,2-diamino-4-phenoxybenzene). RXN SMILES: C([NH:4][C:5]1[CH:10]=[CH:9][C:8]([O:11][C:12]2[CH:17]=[CH:16][CH:15]=[CH:14][CH:13]=2)=[CH:7][C:6]=1[NH2:18])(=O)C.Cl>CO>[NH2:4][C:5]1[CH:10]=[CH:9][C:8]([O:11][C:12]2[CH:17]=[CH:16][CH:15]=[CH:14][CH:13]=2)=[CH:7][C:6]=1[NH2:18]. Procedure details: 1-Acetamido-2-amino-4-phenoxybenzene is treated with hydrochloric acid in aqueous methanol to afford 1,2-diamino-4-phenoxybenzene which, in turn, is reacted with methoxycarbonyl isothiocyanate in accordance with the technique set forth in the third paragraph of Example XIV to afford 1,2-bis(3-methoxycarbonyl-2-thioureido)-4-phenoxybenzene. Starting materials: O=C([O-])[O-], CCC(C)C(CO)NS(=O)(=O)c1ccc(Cl)cc1, CI, [K+], [K+], CN(C)C=O. Product: CCC(C)C(CO)N(C)S(=O)(=O)c1ccc(Cl)cc1. Reaction SMILES: [C:19](=[O:20])([O-:21])[O-:22].[Cl:1][c:2]1[cH:3][cH:4][c:5]([S:8](=[O:9])(=[O:10])[NH:11][CH:12]([CH:13]([CH2:14][CH3:15])[CH3:16])[CH2:17][OH:18])[cH:6][cH:7]1.[I:25][CH3:26].[K+:23].[K+:24].[O:27]=[CH:28][N:29]([CH3:30])[CH3:31]>>[Cl:1][c:2]1[cH:3][cH:4][c:5]([S:8](=[O:9])(=[O:10])[N:11]([CH:12]([CH:13]([CH2:14][CH3:15])[CH3:16])[CH2:17][OH:18])[CH3:19])[cH:6][cH:7]1. Starting materials: C1CCNCC1, CC(=O)CC(C)=O, O=CO, CS(=O)(=O)c1ccc(C=O)cc1F, CN(C)C=O, O. Product: CC(=O)C(=Cc1ccc(S(C)(=O)=O)c(F)c1)C(C)=O. As a reaction SMILES: [CH2:14]1[CH2:15][CH2:16][NH:17][CH2:18][CH2:19]1.[CH3:23][C:24]([CH2:25][C:26]([CH3:27])=[O:28])=[O:29].[CH:20]([OH:21])=[O:22].[F:1][c:2]1[cH:3][c:4]([CH:5]=[O:6])[cH:7][cH:8][c:9]1[S:10](=[O:11])(=[O:12])[CH3:13].[O:30]=[CH:31][N:32]([CH3:33])[CH3:34].[OH2:35]>>[F:1][c:2]1[cH:3][c:4]([CH:5]=[C:25]([C:24]([CH3:23])=[O:29])[C:26]([CH3:27])=[O:28])[cH:7][cH:8][c:9]1[S:10](=[O:11])(=[O:12])[CH3:13].